Dataset: the Open Reaction Database (ORD), a public repository of structured organic reaction records. Task: describe an organic reaction: reactants, conditions, products, and yield Reactants: NC1=NC=2C=CC=CC2C=2C1=NN(C2CCCCN2C(C1=CC=CC=C1C2=O)=O)CC (2-[4-(4-Amino-2-ethyl-2H-pyrazolo[3,4-c]quinolin-1-yl)butyl]isoindole-1,3-dione), O.NN (hydrazine hydrate). Run in C(C)O (ethanol). The product is NCCCCC=1N(N=C2C(=NC=3C=CC=CC3C21)N)CC (1-(4-aminobutyl)-2-ethyl-2H-pyrazolo[3,4-c]quinolin-4-amine). Yield: 87.2%. Reaction SMILES: [NH2:1][C:2]1[C:11]2=[N:12][N:13]([CH2:30][CH3:31])[C:14]([CH2:15][CH2:16][CH2:17][CH2:18][N:19]3C(=O)C4C(=CC=CC=4)C3=O)=[C:10]2[C:9]2[CH:8]=[CH:7][CH:6]=[CH:5][C:4]=2[N:3]=1.O.NN>C(O)C>[NH2:19][CH2:18][CH2:17][CH2:16][CH2:15][C:14]1[N:13]([CH2:30][CH3:31])[N:12]=[C:11]2[C:10]=1[C:9]1[CH:8]=[CH:7][CH:6]=[CH:5][C:4]=1[N:3]=[C:2]2[NH2:1] |f:1.2|. Reported procedure: 2-[4-(4-Amino-2-ethyl-2H-pyrazolo[3,4-c]quinolin-1-yl)butyl]isoindole-1,3-dione (prepared as described in Example 22, 7. 10 g, 17.2 mmol), hydrazine hydrate (4.20 mL, 85.9 mmol), and ethanol (213 mL) were combined and heated at reflux for 30 minutes. The solution was allowed to cool to ambient temperature, then was cooled to 0° C. A white solid precipitated from the solution and was isolated by filtration and washed with ethanol. The crude product was purified by chromatography on a HORIZON HPFC... The reactants are O=C([O-])O, CN(C)C=O, CCO, CCOC(C)=O, COc1cc([N+](=O)[O-])ccc1-c1ccc2c(c1COc1cc(F)ccc1C)N(C)C(=O)C(C)(C)N2, [Na+], Cl[Sn](Cl)(Cl)Cl. Yields the product COc1cc(N)ccc1-c1ccc2c(c1COc1cc(F)ccc1C)N(C)C(=O)C(C)(C)N2. Reaction SMILES: [C:55](=[O:56])([O-:57])[OH:58].[CH3:41][N:42]([CH3:43])[CH:44]=[O:45].[CH3:46][CH2:47][OH:48].[CH3:49][CH2:50][O:51][C:52](=[O:53])[CH3:54].[F:1][c:2]1[cH:3][cH:4][c:5]([CH3:35])[c:6]([O:7][CH2:8][c:9]2[c:10](-[c:23]3[c:24]([O:32][CH3:33])[cH:25][c:26]([N+:29]([O-:30])=[O:31])[cH:27][cH:28]3)[cH:11][cH:12][c:13]3[c:18]2[N:17]([CH3:19])[C:16](=[O:20])[C:15]([CH3:21])([CH3:22])[NH:14]3)[cH:34]1.[Na+:59].[Sn:36]([Cl:37])([Cl:38])([Cl:39])[Cl:40]>>[F:1][c:2]1[cH:3][cH:4][c:5]([CH3:35])[c:6]([O:7][CH2:8][c:9]2[c:10](-[c:23]3[c:24]([O:32][CH3:33])[cH:25][c:26]([NH2:29])[cH:27][cH:28]3)[cH:11][cH:12][c:13]3[c:18]2[N:17]([CH3:19])[C:16](=[O:20])[C:15]([CH3:21])([CH3:22])[NH:14]3)[cH:34]1. The reactants are CCOC(=O)C12CC1C=CCCCCN(C)C(=O)C1CC(Oc3cc(-c4cccc(C)n4)nc4c(C)c(OC)ccc34)CC1C(=O)N2, C1CCOC1, CO, CC(=O)O, [Li+], [OH-], O. Yields the product COc1ccc2c(OC3CC4C(=O)NC5(C(=O)O)CC5C=CCCCCN(C)C(=O)C4C3)cc(-c3cccc(C)n3)nc2c1C. RXN SMILES: [CH2:3]([CH3:4])[O:5][C:6](=[O:7])[C:8]12[NH:9][C:10](=[O:49])[CH:11]3[CH2:12][CH:13]([O:28][c:29]4[cH:30][c:31](-[c:42]5[n:43][c:44]([CH3:48])[cH:45][cH:46][cH:47]5)[n:32][c:33]5[c:34]([CH3:41])[c:35]([O:39][CH3:40])[cH:36][cH:37][c:38]45)[CH2:14][CH:15]3[C:16](=[O:27])[N:17]([CH3:26])[CH2:18][CH2:19][CH2:20][CH2:21][CH:22]=[CH:23][CH:24]1[CH2:25]2.[CH2:56]1[O:57][CH2:58][CH2:59][CH2:60]1.[CH3:50][OH:51].[CH3:52][C:53](=[O:54])[OH:55].[Li+:2].[OH-:1].[OH2:61]>>[O:5]=[C:6]([OH:7])[C:8]12[NH:9][C:10](=[O:49])[CH:11]3[CH2:12][CH:13]([O:28][c:29]4[cH:30][c:31](-[c:42]5[n:43][c:44]([CH3:48])[cH:45][cH:46][cH:47]5)[n:32][c:33]5[c:34]([CH3:41])[c:35]([O:39][CH3:40])[cH:36][cH:37][c:38]45)[CH2:14][CH:15]3[C:16](=[O:27])[N:17]([CH3:26])[CH2:18][CH2:19][CH2:20][CH2:21][CH:22]=[CH:23][CH:24]1[CH2:25]2. Reactants: C(C1=CC=CC=C1)OC=1C=C2C(CC(OC2=CC1)(C)C)NS(=O)(=O)CC (6-benzyloxy-4-(ethylsulfonyl)amino-2,2-dimethylchroman), [H-].[Na+] (sodium hydride), C(CC)Br (1-propyl bromide). The solvent is CC(=O)N(C)C (DMA). Run at time 2 hour. Yields the product C(C1=CC=CC=C1)OC=1C=C2C(CC(OC2=CC1)(C)C)N(S(=O)(=O)CC)CCC (N-[6-Benzyloxy-2,2-dimethylchroman-4-yl]-N-(1-propyl)ethanesulfonamide). As a reaction SMILES: [CH2:1]([O:8][C:9]1[CH:10]=[C:11]2[C:16](=[CH:17][CH:18]=1)[O:15][C:14]([CH3:20])([CH3:19])[CH2:13][CH:12]2[NH:21][S:22]([CH2:25][CH3:26])(=[O:24])=[O:23])[C:2]1[CH:7]=[CH:6][CH:5]=[CH:4][CH:3]=1.[H-].[Na+].[CH2:29](Br)[CH2:30][CH3:31]>CC(N(C)C)=O>[CH2:1]([O:8][C:9]1[CH:10]=[C:11]2[C:16](=[CH:17][CH:18]=1)[O:15][C:14]([CH3:20])([CH3:19])[CH2:13][CH:12]2[N:21]([CH2:29][CH2:30][CH3:31])[S:22]([CH2:25][CH3:26])(=[O:23])=[O:24])[C:2]1[CH:3]=[CH:4][CH:5]=[CH:6][CH:7]=1 |f:1.2|. Procedure details: Analogously to Example 11b, 7.5 g (20 mmol) of 6-benzyloxy-4-(ethylsulfonyl)amino-2,2-dimethylchroman (Example 11a) were introduced in portions at 10° C. into a suspension of 0.82 g (27 mmol) of sodium hydride (80% dispersion) in 100 ml of DMA. After stirring at RT for 2 h, 2.4 ml (26.2 mmol) of 1-propyl bromide were added dropwise. After work-up, the residue was chromatographed on silica gel using n-heptane/EA (1:1) and 6.0 g of product were crystallized from appropriate fractions using petrole... Starting materials: ClS(=O)(=O)C=1C=C(C(=O)O)C=CC1F (3-(Chlorosulfonyl)-4-fluorobenzoic acid), S(=O)(Cl)Cl (thionyl chloride). Reagents/catalysts: CN(C)C=O (DMF). Product: ClS(=O)(=O)C=1C=C(C(=O)Cl)C=CC1F (3-(Chlorosulfonyl)-4-fluorobenzoyl chloride). RXN SMILES: [Cl:1][S:2]([C:5]1[CH:6]=[C:7]([CH:11]=[CH:12][C:13]=1[F:14])[C:8](O)=[O:9])(=[O:4])=[O:3].S(Cl)([Cl:17])=O>CN(C=O)C>[Cl:1][S:2]([C:5]1[CH:6]=[C:7]([CH:11]=[CH:12][C:13]=1[F:14])[C:8]([Cl:17])=[O:9])(=[O:4])=[O:3]. Reported procedure: 3-(Chlorosulfonyl)-4-fluorobenzoic acid (1, 2.50 g, 10.5 mmol), thionyl chloride (10 mL) and DMF (1 drop) were heated at 90° C. for 1 hour and then the mixture evaporated to dryness. The material was used directly in the next step. The reactants are BrC1=CC(=C(C=C1)NC(C(C(=O)OCC)(C)Br)=O)C (ethyl 3-[(4-bromo-2-methylphenyl)amino]-2-bromo-2-methyl-3-oxopropanoate), [OH-].[K+] (potassium hydroxide), [K] (potassium), BrC1=CC(=C(C=C1)NC(C(C(=O)OCC)(C)Br)=O)C (ethyl 3-[(4-bromo-2-methylphenyl)amino]-2-bromo-2-methyl-3-oxopropanoate), O (water), Cl (HCl). Product: BrC1=CC(=C(C=C1)NC(C(C(=O)O)(C)Br)=O)C (3-[(4-bromo-2-methylphenyl)amino]-2-bromo-2-methyl-3-oxopropanoic acid). RXN SMILES: [Br:1][C:2]1[CH:7]=[CH:6][C:5]([NH:8][C:9](=[O:18])[C:10]([Br:17])([CH3:16])[C:11]([O:13]CC)=[O:12])=[C:4]([CH3:19])[CH:3]=1.O.[OH-].[K+].[K].Cl>>[Br:1][C:2]1[CH:7]=[CH:6][C:5]([NH:8][C:9](=[O:18])[C:10]([Br:17])([CH3:16])[C:11]([OH:13])=[O:12])=[C:4]([CH3:19])[CH:3]=1 |f:2.3,^1:22|. Procedure: A 1.25 gram (0.003 mole) portion of ethyl 3-[(4-bromo-2-methylphenyl)amino]-2-bromo-2-methyl-3-oxopropanoate prepared in Example XV (Compound 144) was hydrolyzed with water (0.06 gram, 0.003 mole) and ethanolic potassium hydroxide (0.21 gram, 0.003 mole). The potassium salt of the acid was then acidified with concentrated HCl and worked up in a manner similar to that described in Example VII to give 1.04 grams (0.003 mole) of 3-[(4-bromo-2-methylphenyl)amino]-2-bromo-2-methyl-3-oxopropanoic acid... Starting materials: ClC=1C=2N(C=CN1)C(=CN2)C2=NC(=NC=C2)SC (8-chloro-3-(2-methylsulfanyl-pyrimidin-4-yl)-imidazo[1,2-a]pyrazine), O1CCN(CC1)CCN (2-morpholino-ethanamine), C(C)(C)N(CC)C(C)C (diisopropylethylamine). Solvent: CC(C)O (iPrOH). Product: CSC1=NC=CC(=N1)C1=CN=C2N1C=CN=C2NCCN2CCOCC2 ([3-(2-methylsulfanyl-pyrimidin-4-yl)-imidazo[1,2-a]pyrazin-8-yl]-(2-morpholin-4-yl-ethyl)-amine). Reaction SMILES: Cl[C:2]1[C:3]2[N:4]([C:8]([C:11]3[CH:16]=[CH:15][N:14]=[C:13]([S:17][CH3:18])[N:12]=3)=[CH:9][N:10]=2)[CH:5]=[CH:6][N:7]=1.[O:19]1[CH2:24][CH2:23][N:22]([CH2:25][CH2:26][NH2:27])[CH2:21][CH2:20]1.C(N(C(C)C)CC)(C)C>CC(O)C>[CH3:18][S:17][C:13]1[N:12]=[C:11]([C:8]2[N:4]3[CH:5]=[CH:6][N:7]=[C:2]([NH:27][CH2:26][CH2:25][N:22]4[CH2:23][CH2:24][O:19][CH2:20][CH2:21]4)[C:3]3=[N:10][CH:9]=2)[CH:16]=[CH:15][N:14]=1. Reported procedure: To a solution of 8-chloro-3-(2-methylsulfanyl-pyrimidin-4-yl)-imidazo[1,2-a]pyrazine (from Example 44 supra) (400 mg, 1.44 mmol) in iPrOH (20 mL) was added 2-morpholino-ethanamine (244 mg, 1.88 mmol) followed by diisopropylethylamine (242 mg, 1.88 mmol). The reaction mixture was stirred at reflux for 15 hours and the solvent was removed under reduced pressure. The residue was extracted with dichloromethane (150 mL) and washed with water (3×25 mL), dried over anhydrous sodium sulfate and concentr...